Dataset: the Open Reaction Database (ORD), a public repository of structured organic reaction records. Task: describe an organic reaction: reactants, conditions, products, and yield Starting materials: N(C)CC(=O)O (sarcosine), FC1=CC=C2C(C(=O)OC(N2)=O)=C1 (5-fluoroisatoic acid anhydride), O (water). Run in CS(=O)C (dimethyl sulphoxide). Conditions: temperature 100 celsius. The product is FC=1C=CC2=C(C(N(CC(N2)=O)C)=O)C1 (7-fluoro-3,4-dihydro-4-methyl-2H-1,4-benzodiazepine-2,5(1H)-dione). As a reaction SMILES: [F:1][C:2]1[CH:13]=[C:6]2[C:7]([O:9][C:10](=O)[NH:11][C:5]2=[CH:4][CH:3]=1)=[O:8].[NH:14]([CH2:16]C(O)=O)[CH3:15].O>CS(C)=O>[F:1][C:2]1[CH:3]=[CH:4][C:5]2[NH:11][C:10](=[O:9])[CH2:15][N:14]([CH3:16])[C:7](=[O:8])[C:6]=2[CH:13]=1. Procedure: 24 g (132.5 mmol) of 5-fluoroisatoic acid anhydride are dissolved in 140 ml of dimethyl sulphoxide and treated with 11.8 g (132.5 mmol) of sarcosine. The solution is stirred at 100° C. until the gas evolution ceases (duration: ca 1.5 hours) and subsequently poured into ca 1.2 liters of water. After stirring for 10 minutes, a solid crystallises out. The crystals are filtered off under suction, washed with 1 liter of water and dried. There is obtained 7-fluoro-3,4-dihydro-4-methyl-2H-1,4-benzodiaz... Starting materials: 11b, C(C)(C)(C)SC(C(C(C)=O)CC1=CC=C(C=C1)N1N=CC=C1)=O (3-oxo-2-(4-pyrazol-1-ylbenzyl)thiobutyric acid S-tert-butyl ester), NC=1C=C(C=CC1F)O (3-amino-4-fluorophenol). Yields the product FC1=C(C=C(C=C1)O)NC(C(C(C)=O)CC1=CC=C(C=C1)N1N=CC=C1)=O (N-(2-fluoro-5-hydroxyphenyl)-3-oxo-2-(4-pyrazol-1-ylbenzyl)butyramide). As a reaction SMILES: C(S[C:6](=[O:23])[CH:7]([CH2:11][C:12]1[CH:17]=[CH:16][C:15]([N:18]2[CH:22]=[CH:21][CH:20]=[N:19]2)=[CH:14][CH:13]=1)[C:8](=[O:10])[CH3:9])(C)(C)C.[NH2:24][C:25]1[CH:26]=[C:27]([OH:32])[CH:28]=[CH:29][C:30]=1[F:31]>>[F:31][C:30]1[CH:29]=[CH:28][C:27]([OH:32])=[CH:26][C:25]=1[NH:24][C:6](=[O:23])[CH:7]([CH2:11][C:12]1[CH:13]=[CH:14][C:15]([N:18]2[CH:22]=[CH:21][CH:20]=[N:19]2)=[CH:16][CH:17]=1)[C:8](=[O:10])[CH3:9]. Procedure details: The title compound was prepared by the method of Preparation 11b using 3-oxo-2-(4-pyrazol-1-ylbenzyl)thiobutyric acid S-tert-butyl ester and 3-amino-4-fluorophenol. RXN SMILES: [C:1](#[CH:2])[c:3]1[c:4](=[O:18])[nH:5][c:6](=[O:17])[n:7]([CH:8]2[CH2:9][CH:10]([F:15])[CH:11]([CH2:12][OH:13])[O:14]2)[cH:16]1.[CH3:19][C:20]([C:21](=[O:22])[Cl:23])([CH3:24])[CH3:25].[Cl-:26].[cH:27]1[cH:28][cH:29][n:30][cH:31][cH:32]1>>[C:1](#[CH:2])[c:3]1[c:4](=[O:18])[nH:5][c:6](=[O:17])[n:7]([CH:8]2[CH2:9][CH:10]([F:15])[CH:11]([CH2:12][O:13][C:21]([C:20]([CH3:19])([CH3:24])[CH3:25])=[O:22])[O:14]2)[cH:16]1. The reactants are C#Cc1cn(C2CC(F)C(CO)O2)c(=O)[nH]c1=O, CC(C)(C)C(=O)Cl, [Cl-], c1ccncc1. Yields the product C#Cc1cn(C2CC(F)C(COC(=O)C(C)(C)C)O2)c(=O)[nH]c1=O. The reactants are OC1=CC=C(C=C1)CCCN1C=NC=C1 (1-[3-(4-hydroxyphenyl)propyl]imidazole), ClCC=1OC(=CN1)C=1SC=CC1 (2-chloromethyl-5-(2-thienyl)oxazole). Product: N1(C=NC=C1)CCCC1=CC=C(OCC=2OC(=CN2)C=2SC=CC2)C=C1 (2-[4-[3-(1-imidazolyl)propyl]phenoxymethyl]-5-(2-thienyl)oxazole). Yield: 90.0%. As a reaction SMILES: [OH:1][C:2]1[CH:7]=[CH:6][C:5]([CH2:8][CH2:9][CH2:10][N:11]2[CH:15]=[CH:14][N:13]=[CH:12]2)=[CH:4][CH:3]=1.Cl[CH2:17][C:18]1[O:19][C:20]([C:23]2[S:24][CH:25]=[CH:26][CH:27]=2)=[CH:21][N:22]=1>>[N:11]1([CH2:10][CH2:9][CH2:8][C:5]2[CH:6]=[CH:7][C:2]([O:1][CH2:17][C:18]3[O:19][C:20]([C:23]4[S:24][CH:25]=[CH:26][CH:27]=4)=[CH:21][N:22]=3)=[CH:3][CH:4]=2)[CH:15]=[CH:14][N:13]=[CH:12]1. Procedure: In substantially the same manner as in Working Example 72, 1-[3-(4-hydroxyphenyl)propyl]imidazole was reacted with 2-chloromethyl-5-(2-thienyl)oxazole to obtain 2-[4-[3-(1-imidazolyl)propyl]phenoxymethyl]-5-(2-thienyl)oxazole. The yield was 90%. Recrystallization from ethyl acetate-hexane gave colorless prisms, mp 75-76° C.